From a dataset of the Open Reaction Database (ORD), a public repository of structured organic reaction records. describe an organic reaction: reactants, conditions, products, and yield Starting materials: CC(=O)OI1(C=2C=CC=CC2C(=O)O1)(OC(=O)C)OC(=O)C (Dess-Martin periodinane), BrC=1C=CC=2C3=C(C=NC2C1)N=C(S3)CO ((7-bromo[1,3]thiazolo[4,5-c]quinolin-2-yl)methanol). Run in ClCCl (dichloromethane). Conditions: time 1.5 hour. Yields the product BrC=1C=CC=2C3=C(C=NC2C1)N=C(S3)C=O (7-bromo[1,3]thiazolo[4,5-c]quinoline-2-carbaldehyde). Yield: 88.0%. As a reaction SMILES: CC(OI1(OC(C)=O)(OC(C)=O)OC(=O)C2C=CC=CC1=2)=O.[Br:23][C:24]1[CH:25]=[CH:26][C:27]2[C:28]3[S:36][C:35]([CH2:37][OH:38])=[N:34][C:29]=3[CH:30]=[N:31][C:32]=2[CH:33]=1>ClCCl>[Br:23][C:24]1[CH:25]=[CH:26][C:27]2[C:28]3[S:36][C:35]([CH:37]=[O:38])=[N:34][C:29]=3[CH:30]=[N:31][C:32]=2[CH:33]=1. Procedure details: Dess-Martin periodinane (2.16 g, 5.08 mol, [1,1,1-tris(acetyloxy)-1,1-dihydro-1,2-benziodoxol-3-(1H)-one]) was added to a suspension of (7-bromo[1,3]thiazolo[4,5-c]quinolin-2-yl)methanol (prepared in Part F of Example 2, 1.0 g, 3.4 mmol) in dichloromethane (30 mL), and the resulting suspension was stirred at room temperature for 1.5 hours. The reaction mixture was filtered to isolate solid, which was washed with dichloromethane and diethyl ether to provide 877 mg of 7-bromo[1,3]thiazolo[4,5-c]qu... Reactants: COC=1C=C2C(=CC=NC2=CC1OC)OC1=CC(=C(N)C=C1C)C (4-[(6,7-Dimethoxy-4-quinolyl)oxy]-2,5-dimethylaniline), ClC(Cl)(OC(OC(Cl)(Cl)Cl)=O)Cl (triphosgene), C([O-])(O)=O.[Na+] (sodium bicarbonate), C1(CCCCCC1)CO (cycloheptylmethanol). Solvent: C(C)N(CC)CC (triethylamine), C1(=CC=CC=C1)C (toluene), C(Cl)Cl (methylene chloride). The product is COC=1C=C2C(=CC=NC2=CC1OC)OC1=CC(=C(C=C1C)NC(OCC1CCCCCC1)=O)C (Cycloheptylmethyl N-{4-[(6,7-dimethoxy-4-quinolyl)oxy]-2,5-dimethylphenyl}carbamate). Yield: 86.8%. As a reaction SMILES: [CH3:1][O:2][C:3]1[CH:4]=[C:5]2[C:10](=[CH:11][C:12]=1[O:13][CH3:14])[N:9]=[CH:8][CH:7]=[C:6]2[O:15][C:16]1[C:22]([CH3:23])=[CH:21][C:19]([NH2:20])=[C:18]([CH3:24])[CH:17]=1.Cl[C:26](Cl)([O:28][C:29](=[O:35])OC(Cl)(Cl)Cl)Cl.[CH:37]1(CO)[CH2:43][CH2:42][CH2:41][CH2:40][CH2:39][CH2:38]1.C(=O)(O)[O-].[Na+]>C(Cl)Cl.C(N(CC)CC)C.C1(C)C=CC=CC=1>[CH3:1][O:2][C:3]1[CH:4]=[C:5]2[C:10](=[CH:11][C:12]=1[O:13][CH3:14])[N:9]=[CH:8][CH:7]=[C:6]2[O:15][C:16]1[C:22]([CH3:23])=[CH:21][C:19]([NH:20][C:29](=[O:35])[O:28][CH2:26][CH:37]2[CH2:43][CH2:42][CH2:41][CH2:40][CH2:39][CH2:38]2)=[C:18]([CH3:24])[CH:17]=1 |f:3.4|. Procedure: 4-[(6,7-Dimethoxy-4-quinolyl)oxy]-2,5-dimethylaniline (50 mg) was added to toluene (5 ml), and triethylamine (0.5 ml), and the mixture was heated under reflux to prepare a solution. A solution of triphosgene (68 mg) in methylene chloride was then added thereto, and the mixture was heated under reflux for 10 min. Next, cycloheptylmethanol (30 mg) was added thereto, and the mixture was further stirred with heating under reflux for 3 hr. A saturated aqueous sodium bicarbonate solution was added to ... The reactants are BrCc1ccccc1, C1CCOC1, Cc1ccc(CS(=O)(=O)c2cnn3c2NC(c2ccccc2)CC3(C)C)cc1, [H-], [Na+], O. Product: Cc1ccc(CS(=O)(=O)c2cnn3c2N(Cc2ccccc2)C(c2ccccc2)CC3(C)C)cc1. RXN SMILES: [Br:29][CH2:30][c:31]1[cH:32][cH:33][cH:34][cH:35][cH:36]1.[CH2:39]1[O:40][CH2:41][CH2:42][CH2:43]1.[CH3:1][C:2]1([CH3:28])[CH2:3][CH:4]([c:22]2[cH:23][cH:24][cH:25][cH:26][cH:27]2)[NH:5][c:6]2[n:7]1[n:8][cH:9][c:10]2[S:11](=[O:12])(=[O:13])[CH2:14][c:15]1[cH:16][cH:17][c:18]([CH3:21])[cH:19][cH:20]1.[H-:37].[Na+:38].[OH2:44]>>[CH3:1][C:2]1([CH3:28])[CH2:3][CH:4]([c:22]2[cH:23][cH:24][cH:25][cH:26][cH:27]2)[N:5]([CH2:30][c:31]2[cH:32][cH:33][cH:34][cH:35][cH:36]2)[c:6]2[n:7]1[n:8][cH:9][c:10]2[S:11](=[O:12])(=[O:13])[CH2:14][c:15]1[cH:16][cH:17][c:18]([CH3:21])[cH:19][cH:20]1. Starting materials: C(C)C1=CC(=C(C(=O)[O-])C=C1)I (4-ethyl-iodobenzoate), solution, [Li]CCCC (nBuLi), CCCCCC (hexane), BrC=1C=CC(=NC1)OC (5-Bromo-2-methoxy-pyridine), solution, N (ammonia), solution. The reagents and catalysts are [Cl-].[Cl-].[Zn+2] (ZnCl2), C1=CC=C(C=C1)P(C2=CC=CC=C2)C3=CC=CC=C3.C1=CC=C(C=C1)P(C2=CC=CC=C2)C3=CC=CC=C3.C1=CC=C(C=C1)P(C2=CC=CC=C2)C3=CC=CC=C3.C1=CC=C(C=C1)P(C2=CC=CC=C2)C3=CC=CC=C3.[Pd] (tetrakis(triphenylphosphine)palladium(O)). Solvent: C1CCOC1 (THF), O (water), C1CCOC1 (THF), C1CCOC1 (THF). Conditions: temperature -78 celsius, time 15 minute. The product is C(C)OC(C1=CC=C(C=C1)C=1C=NC(=CC1)OC)=O (4-(6-methoxy-pyridin-3-yl)-benzoic acid ethyl ester). As a reaction SMILES: [Li][CH2:2][CH2:3]CC.CCCCCC.Br[C:13]1[CH:14]=[CH:15][C:16]([O:19][CH3:20])=[N:17][CH:18]=1.C([C:23]1[CH:31]=[CH:30][C:26]([C:27]([O-:29])=[O:28])=[C:25](I)[CH:24]=1)C.N>C1COCC1.O.[Cl-].[Cl-].[Zn+2].C1C=CC(P(C2C=CC=CC=2)C2C=CC=CC=2)=CC=1.C1C=CC(P(C2C=CC=CC=2)C2C=CC=CC=2)=CC=1.C1C=CC(P(C2C=CC=CC=2)C2C=CC=CC=2)=CC=1.C1C=CC(P(C2C=CC=CC=2)C2C=CC=CC=2)=CC=1.[Pd]>[CH2:2]([O:29][C:27](=[O:28])[C:26]1[CH:25]=[CH:24][C:23]([C:13]2[CH:18]=[N:17][C:16]([O:19][CH3:20])=[CH:15][CH:14]=2)=[CH:31][CH:30]=1)[CH3:3] |f:7.8.9,10.11.12.13.14|. Reported procedure: A 1.6 M solution of nBuLi in hexane (9.53 mL, 15.24 mmol) is added dropwise to a stirred solution of 5-Bromo-2-methoxy-pyridine (2.72 g, 14.52 mmol) in THF (50 mL) at −78° C. The resulting mixture is stirred for 15 minutes at −78° C. To this is added a 0.5 M solution of ZnCl2 in THF (29.04 mL, 14.52 mmol) and the resulting mixture allowed to warm to room temperature. In a separate flask tetrakis(triphenylphosphine)palladium(O) (0.58 g, 0.50 mmol) is stirred in THF (10 mL). To this is added 4-eth... The product is C#CCn1c(=O)c2c(nc(C#Cc3cccc(O)c3)n2C)n(C)c1=O. Reaction SMILES: [B:27]([Br:28])([Br:29])[Br:30].[CH3:1][O:2][c:3]1[cH:4][c:5]([C:9]#[C:10][c:11]2[n:12][c:13]3[n:14]([CH3:26])[c:15](=[O:25])[n:16]([CH2:22][C:23]#[CH:24])[c:17](=[O:21])[c:18]3[n:19]2[CH3:20])[cH:6][cH:7][cH:8]1.[Cl:31][CH2:32][Cl:33]>>[OH:2][c:3]1[cH:4][c:5]([C:9]#[C:10][c:11]2[n:12][c:13]3[n:14]([CH3:26])[c:15](=[O:25])[n:16]([CH2:22][C:23]#[CH:24])[c:17](=[O:21])[c:18]3[n:19]2[CH3:20])[cH:6][cH:7][cH:8]1. Starting materials: BrB(Br)Br, C#CCn1c(=O)c2c(nc(C#Cc3cccc(OC)c3)n2C)n(C)c1=O, ClCCl. Starting materials: ClCCl, COC(=O)Cl, O=C1CCCCCCCCCCC(O)CCCO1, c1ccncc1. Product: COC(=O)OC1CCCCCCCCCCC(=O)OCCC1. RXN SMILES: [CH2:30]([Cl:31])[Cl:32].[Cl:25][C:26](=[O:27])[O:28][CH3:29].[OH:1][CH:2]1[CH2:3][CH2:4][CH2:5][CH2:6][CH2:7][CH2:8][CH2:9][CH2:10][CH2:11][CH2:12][C:13](=[O:14])[O:15][CH2:16][CH2:17][CH2:18]1.[cH:19]1[cH:20][cH:21][n:22][cH:23][cH:24]1>>[O:1]([CH:2]1[CH2:3][CH2:4][CH2:5][CH2:6][CH2:7][CH2:8][CH2:9][CH2:10][CH2:11][CH2:12][C:13](=[O:14])[O:15][CH2:16][CH2:17][CH2:18]1)[C:26](=[O:27])[O:28][CH3:29]. The reactants are BrC1=C(C(=CC=C1F)N)NC1=CC=CC=C1 (3-bromo-4-fluoro-N2-phenylbenzene-1,2-diamine), C(C)(C)(C)OC(=O)N[C@H](C(=O)O)C ((S)-2-tertbutoxycarbonylaminopropionic acid), C1=CC2=C(N=C1)N(N=N2)O (HOAt), CN1CCOCC1 (4-methylmorpholine), Cl.CN(CCCN=C=NCC)C (N-(3-dimethylaminopropyl)-N′-ethylcarbodiimide hydrochloride). Run in C(Cl)Cl (DCM), O (water). Conditions: time 2 hour. Yields the product BrC1=C(C=CC2=C1N(C(=N2)[C@H](C)N)C2=CC=CC=C2)F ((S)-1-(7-bromo-6-fluoro-1-phenyl-1H-benzoimidazol-2-yl)ethylamine). The yield is 17.1%. As a reaction SMILES: [Br:1][C:2]1[C:7]([F:8])=[CH:6][CH:5]=[C:4]([NH2:9])[C:3]=1[NH:10][C:11]1[CH:16]=[CH:15][CH:14]=[CH:13][CH:12]=1.C(OC([NH:24][C@@H:25]([CH3:29])[C:26](O)=O)=O)(C)(C)C.C1C=NC2N(O)N=NC=2C=1.CN1CCOCC1.Cl.CN(C)CCCN=C=NCC>C(Cl)Cl.O>[Br:1][C:2]1[C:3]2[N:10]([C:11]3[CH:16]=[CH:15][CH:14]=[CH:13][CH:12]=3)[C:26]([C@@H:25]([NH2:24])[CH3:29])=[N:9][C:4]=2[CH:5]=[CH:6][C:7]=1[F:8] |f:4.5|. Reported procedure: A mixture of 3-bromo-4-fluoro-N2-phenylbenzene-1,2-diamine (500 mg, 1.79 mmol), (S)-2-tertbutoxycarbonylaminopropionic acid (370 mg, 1.95 mmol), HOAt (266 mg, 1.95 mmol), 4-methylmorpholine (0.43 mL, 3.91 mmol) and N-(3-dimethylaminopropyl)-N′-ethylcarbodiimide hydrochloride (376 mg, 1.95 mmol) in DCM (5 mL) was stirred at RT for 2 h. The reaction mixture was diluted with water and extracted with DCM (×3). The combined organic fractions were washed with brine, dried (MgSO4) and concentrated in v... The reactants are NC1=CC=C(O1)C(=O)OC (Methyl 5-amino-2-furoate), C(OCC)(OCC)OCC (triethyl orthoformate), CC1(OC(=O)CC(=O)O1)C (Meldrum acid). Run in C(C)(C)O (isopropyl alcohol). Conditions: temperature 100 celsius, time 1 hour. The product is COC(=O)C=1OC(=CC1)NC=C1C(OC(OC1=O)(C)C)=O (5-[(2,2-Dimethyl-4,6-dioxo-[1,3]dioxan-5-ylidenemethyl)amino]furan-2-carboxylic acid methyl ester). Reaction SMILES: [NH2:1][C:2]1[O:6][C:5]([C:7]([O:9][CH3:10])=[O:8])=[CH:4][CH:3]=1.[CH:11](OCC)(OCC)OCC.[CH3:21][C:22]1([CH3:30])[O:29][C:27](=[O:28])[CH2:26][C:24](=[O:25])[O:23]1>C(O)(C)C>[CH3:10][O:9][C:7]([C:5]1[O:6][C:2]([NH:1][CH:11]=[C:26]2[C:27](=[O:28])[O:29][C:22]([CH3:30])([CH3:21])[O:23][C:24]2=[O:25])=[CH:3][CH:4]=1)=[O:8]. Reported procedure: Methyl 5-amino-2-furoate (4 g) by Lancaster was added to a mixed solution of triethyl orthoformate (20 ml) and isopropyl alcohol (20 ml), and then Meldrum acid (4.5 g) was added and the mixture was heated and stirred at 100° C. for 1 hour. After cooling, the precipitated crystals were filtered out and washed with isopropyl alcohol to obtain the title compound (7.8 g).